The task is: describe an organic reaction: reactants, conditions, products, and yield. This data is from the Open Reaction Database (ORD), a public repository of structured organic reaction records. Starting materials: S1C(=NC2=C1C=CC=C2)C=2C(=NC(=NC2O)C2CCN(CC2)C(=O)OC(C)(C)C)Cl (tert-butyl 4-[5-(1,3-benzothiazol-2-yl)-4-chloro-6-hydroxypyrimidin-2-yl]piperidine-1-carboxylate), Cl (hydrochloric acid). Solvent: CO (methanol). Reaction conditions: time 30 minute. The product is S1C(=NC2=C1C=CC=C2)C=2C(=NC(=NC2Cl)C2CCNCC2)O (5-(1,3-benzothiazol-2-yl)-6-chloro-2-(piperidin-4-yl)pyrimidin-4-ol). Isolated yield 98.0%. Reaction SMILES: [S:1]1[C:5]2[CH:6]=[CH:7][CH:8]=[CH:9][C:4]=2[N:3]=[C:2]1[C:10]1[C:11]([Cl:30])=[N:12][C:13]([CH:17]2[CH2:22][CH2:21][N:20](C(OC(C)(C)C)=O)[CH2:19][CH2:18]2)=[N:14][C:15]=1[OH:16].Cl>CO>[S:1]1[C:5]2[CH:6]=[CH:7][CH:8]=[CH:9][C:4]=2[N:3]=[C:2]1[C:10]1[C:15]([OH:16])=[N:14][C:13]([CH:17]2[CH2:18][CH2:19][NH:20][CH2:21][CH2:22]2)=[N:12][C:11]=1[Cl:30]. Procedure details: Into a solution of tert-butyl 4-[5-(1,3-benzothiazol-2-yl)-4-chloro-6-hydroxypyrimidin-2-yl]piperidine-1-carboxylate (44.7 g, 100.01 mmol, 1.00 equiv) in methanol (50 ml) was added concentrated hydrochloric acid (50 mL, 12 M). The resulting solution was stirred for 30 min at room temperature. Concentration under vacuum gave 34 g of 5-(1,3-benzothiazol-2-yl)-6-chloro-2-(piperidin-4-yl)pyrimidin-4-ol as a yellow solid, which was used directly for next step without further purification. MS m/z [M+H... Starting materials: O=C([O-])[O-], Cc1cc(C)c(-c2cccc3c2c(=O)c(Br)cn3Cc2ccccc2)c(C)c1, CB(O)O, [K+], [K+], C1COCCO1, O, c1ccc(P(c2ccccc2)(c2ccccc2)[Pd](P(c2ccccc2)(c2ccccc2)c2ccccc2)(P(c2ccccc2)(c2ccccc2)c2ccccc2)P(c2ccccc2)(c2ccccc2)c2ccccc2)cc1. Product: Cc1cc(C)c(-c2cccc3c2c(=O)c(C)cn3Cc2ccccc2)c(C)c1. Reaction SMILES: [C:33](=[O:34])([O-:35])[O-:36].[CH2:1]([c:2]1[cH:3][cH:4][cH:5][cH:6][cH:7]1)[n:8]1[cH:9][c:10]([Br:28])[c:11](=[O:27])[c:12]2[c:13](-[c:18]3[c:19]([CH3:26])[cH:20][c:21]([CH3:25])[cH:22][c:23]3[CH3:24])[cH:14][cH:15][cH:16][c:17]12.[CH3:29][B:30]([OH:31])[OH:32].[K+:37].[K+:38].[O:40]1[CH2:41][CH2:42][O:43][CH2:44][CH2:45]1.[OH2:39].[cH:46]1[cH:47][cH:48][c:49]([P:50]([Pd:51]([P:52]([c:53]2[cH:54][cH:55][cH:56][cH:57][cH:58]2)([c:59]2[cH:60][cH:61][cH:62][cH:63][cH:64]2)[c:65]2[cH:66][cH:67][cH:68][cH:69][cH:70]2)([P:71]([c:72]2[cH:73][cH:74][cH:75][cH:76][cH:77]2)([c:78]2[cH:79][cH:80][cH:81][cH:82][cH:83]2)[c:84]2[cH:85][cH:86][cH:87][cH:88][cH:89]2)[P:90]([c:91]2[cH:92][cH:93][cH:94][cH:95][cH:96]2)([c:97]2[cH:98][cH:99][cH:100][cH:101][cH:102]2)[c:103]2[cH:104][cH:105][cH:106][cH:107][cH:108]2)([c:109]2[cH:110][cH:111][cH:112][cH:113][cH:114]2)[c:115]2[cH:116][cH:117][cH:118][cH:119][cH:120]2)[cH:121][cH:122]1>>[CH2:1]([c:2]1[cH:3][cH:4][cH:5][cH:6][cH:7]1)[n:8]1[cH:9][c:10]([CH3:29])[c:11](=[O:27])[c:12]2[c:13](-[c:18]3[c:19]([CH3:26])[cH:20][c:21]([CH3:25])[cH:22][c:23]3[CH3:24])[cH:14][cH:15][cH:16][c:17]12.